This data is from the Open Reaction Database (ORD), a public repository of structured organic reaction records. The task is: describe an organic reaction: reactants, conditions, products, and yield Starting materials: CCOCC (ether), IC (iodomethane), C1=CC=CC=2C(C3=C(CCC21)C=CC=C3)C3=CCN(CC3)C (4-(10,11-dihydro-5H-dibenzo[a,d]cyclohepten-5-yl)-1-methyl-1,2,5,6-tetrahydropyridine). The solvent is CO (methanol). Yields the product [I-].C1=CC=CC=2C(C3=C(CCC21)C=CC=C3)C3=CC[N+](CC3)(C)C (4-(10,11-dihydro-5H-dibenzo[a,d]cyclohepten-5-yl)-1,1-dimethyl-1,2,5,6-tetrahydropyridinium iodide). Isolated yield 92.0%. As a reaction SMILES: [CH:1]1[C:11]2[CH2:10][CH2:9][C:8]3[CH:12]=[CH:13][CH:14]=[CH:15][C:7]=3[CH:6]([C:16]3[CH2:21][CH2:20][N:19]([CH3:22])[CH2:18][CH:17]=3)[C:5]=2[CH:4]=[CH:3][CH:2]=1.[I:23]C.[CH3:25]COCC>CO>[I-:23].[CH:12]1[C:8]2[CH2:9][CH2:10][C:11]3[CH:1]=[CH:2][CH:3]=[CH:4][C:5]=3[CH:6]([C:16]3[CH2:21][CH2:20][N+:19]([CH3:25])([CH3:22])[CH2:18][CH:17]=3)[C:7]=2[CH:15]=[CH:14][CH:13]=1 |f:4.5|. Reported procedure: Dissolved 4-(10,11-dihydro-5H-dibenzo[a,d]cyclohepten-5-yl)-1-methyl-1,2,5,6-tetrahydropyridine (0.80 g, 2.8 mmol) in 25 mL of methanol, and added 1 mL of iodomethane. Refluxed for 1 hour. Cooled to room temperature, and evaporated. Triturated solid with 1:2 acetonitrile:ether to give 1.1 g (92% yield) of 4-(10,11-dihydro-5H-dibenzo[a,d]cyclohepten-5-yl)-1,1-dimethyl-1,2,5,6-tetrahydropyridinium iodide as a cream solid. The reactants are CC(C)COc1cc(-c2ccc(CCN(CC(O)c3cccnc3)C(=O)OC(C)(C)C)cc2)ccc1C(=O)O, O=C(n1ccnc1)n1ccnc1, CS(N)(=O)=O, CN(C)C=O, Cl, C1CCC2=NCCCN2CC1, O. The product is CC(C)COc1cc(-c2ccc(CCN(CC(O)c3cccnc3)C(=O)OC(C)(C)C)cc2)ccc1C(=O)NS(C)(=O)=O. As a reaction SMILES: [C:1]([CH3:2])([CH3:3])([CH3:4])[O:5][C:6](=[O:7])[N:8]([CH2:9][CH2:10][c:11]1[cH:12][cH:13][c:14](-[c:17]2[cH:18][c:19]([O:26][CH2:27][CH:28]([CH3:29])[CH3:30])[c:20]([C:23](=[O:24])[OH:25])[cH:21][cH:22]2)[cH:15][cH:16]1)[CH2:31][CH:32]([c:33]1[cH:34][n:35][cH:36][cH:37][cH:38]1)[OH:39].[C:40]([n:41]1[cH:42][cH:43][n:44][cH:45]1)([n:46]1[cH:47][cH:48][n:49][cH:50]1)=[O:51].[CH3:52][S:53](=[O:54])(=[O:55])[NH2:56].[CH3:69][N:70]([CH3:71])[CH:72]=[O:73].[ClH:68].[N:57]1=[C:67]2[N:61]([CH2:60][CH2:59][CH2:58]1)[CH2:62][CH2:63][CH2:64][CH2:65][CH2:66]2.[OH2:74]>>[C:1]([CH3:2])([CH3:3])([CH3:4])[O:5][C:6](=[O:7])[N:8]([CH2:9][CH2:10][c:11]1[cH:12][cH:13][c:14](-[c:17]2[cH:18][c:19]([O:26][CH2:27][CH:28]([CH3:29])[CH3:30])[c:20]([C:23](=[O:24])[NH:56][S:53]([CH3:52])(=[O:54])=[O:55])[cH:21][cH:22]2)[cH:15][cH:16]1)[CH2:31][CH:32]([c:33]1[cH:34][n:35][cH:36][cH:37][cH:38]1)[OH:39]. Starting materials: CC(C)(C)OC(=O)N(CCO)Cc1ccc(Cl)cc1, ClCCl, [Na+], [Na+], O=S([O-])([O-])=S. Yields the product CC(C)(C)OC(=O)N(CC=O)Cc1ccc(Cl)cc1. RXN SMILES: [Cl:1][c:2]1[cH:3][cH:4][c:5]([CH2:6][N:7]([C:8]([O:9][C:10]([CH3:11])([CH3:12])[CH3:13])=[O:14])[CH2:15][CH2:16][OH:17])[cH:18][cH:19]1.[Cl:27][CH2:28][Cl:29].[Na+:20].[Na+:21].[O-:22][S:23]([O-:24])(=[S:25])=[O:26]>>[Cl:1][c:2]1[cH:3][cH:4][c:5]([CH2:6][N:7]([C:8]([O:9][C:10]([CH3:11])([CH3:12])[CH3:13])=[O:14])[CH2:15][CH:16]=[O:17])[cH:18][cH:19]1. The reactants are C(=N)(N)NN.Cl (aminoguanidine hydrochloride), C(C)(=O)C(C(C)=O)C(C)=O (triacetylmethane). Solvent: CO (methanol). Conditions: temperature -10 celsius, time 1 day. Yields the product C(C)(=O)C=1C(=NN(C1C)C(=N)N)C (4-acetyl-3,5-dimethyl-1H-pyrazole-1-carboxamidine). Isolated yield 16.0%. RXN SMILES: [C:1]([NH:4][NH2:5])([NH2:3])=[NH:2].Cl.[C:7]([CH:10]([C:14](=O)[CH3:15])[C:11](=O)[CH3:12])(=[O:9])[CH3:8]>CO>[C:7]([C:10]1[C:11]([CH3:12])=[N:5][N:4]([C:1]([NH2:3])=[NH:2])[C:14]=1[CH3:15])(=[O:9])[CH3:8] |f:0.1|. Procedure details: 1.86 g of aminoguanidine hydrochloride were added to a solution of 3.0 g of triacetylmethane and 30 ml of methanol with cooling at -10° C., and the reaction mixture was stirred for one day with cooling with ice. The solvent was removed by distillation under reduced pressure, and the resulting residue was purified by silica gel chromatography (eluent: chloroform/methanol=5/1) and then recrystallized from ether-chloroform to obtain 484 mg of 4-acetyl-3,5-dimethyl-1H-pyrazole-1-carboxamidine.